Dataset: the Open Reaction Database (ORD), a public repository of structured organic reaction records. Task: describe an organic reaction: reactants, conditions, products, and yield Starting materials: N#CCCCBr, CN(C)C=O, COc1ccc(CNCc2ccc(OC)cc2)cc1, CCN(C(C)C)C(C)C, [Cl-], [Na+], O. Yields the product COc1ccc(CN(CCCC#N)Cc2ccc(OC)cc2)cc1. As a reaction SMILES: [Br:1][CH2:2][CH2:3][CH2:4][C:5]#[N:6].[CH3:37][N:38]([CH3:39])[CH:40]=[O:41].[CH3:7][O:8][c:9]1[cH:10][cH:11][c:12]([CH2:13][NH:14][CH2:15][c:16]2[cH:17][cH:18][c:19]([O:22][CH3:23])[cH:20][cH:21]2)[cH:24][cH:25]1.[CH:26]([N:27]([CH2:28][CH3:29])[CH:30]([CH3:31])[CH3:32])([CH3:33])[CH3:34].[Cl-:36].[Na+:35].[OH2:42]>>[CH2:2]([CH2:3][CH2:4][C:5]#[N:6])[N:14]([CH2:13][c:12]1[cH:11][cH:10][c:9]([O:8][CH3:7])[cH:25][cH:24]1)[CH2:15][c:16]1[cH:17][cH:18][c:19]([O:22][CH3:23])[cH:20][cH:21]1. Starting materials: N1=CC=CC=C1 (pyridine), BrBr (bromine), C(C)OC(=O)C=1N=CC=2NC3=CC=CC=C3C2C1C (4-methyl-β-carbolin-3-carboxylic acid ethyl ester). Run in C(Cl)(Cl)Cl (chloroform), C(Cl)(Cl)Cl (chloroform). Run at time 1 hour. Yields the product C(C)OC(=O)C=1N=CC=2NC3=CC=C(C=C3C2C1C)Br (6-bromo-4-methyl-β-carbolin-3-carboxylic acid ethyl ester). Isolated yield 38.0%. As a reaction SMILES: [CH2:1]([O:3][C:4]([C:6]1[N:7]=[CH:8][C:9]2[NH:10][C:11]3[C:16]([C:17]=2[C:18]=1[CH3:19])=[CH:15][CH:14]=[CH:13][CH:12]=3)=[O:5])[CH3:2].N1C=CC=CC=1.[Br:26]Br>C(Cl)(Cl)Cl>[CH2:1]([O:3][C:4]([C:6]1[N:7]=[CH:8][C:9]2[NH:10][C:11]3[C:16]([C:17]=2[C:18]=1[CH3:19])=[CH:15][C:14]([Br:26])=[CH:13][CH:12]=3)=[O:5])[CH3:2]. Procedure: 0.5 g of 4-methyl-β-carbolin-3-carboxylic acid ethyl ester (melting point 235°-239° C.) is dissolved in 25 ml of chloroform and 1.7 ml of pyridine and a solution of 1 ml of bromine in 21 ml of chloroform is added dropwise thereto at 0° C. After standing for one hour while cooling with ice and after dilution with 50 ml of methylene chloride, the mixture is extracted by washing with sodium thiosulphate solution, dilute aqueous ammonia solution and water. After drying with sodium sulphate, filterin... Reactants: FC(F)(F)c1cc(CN(Cc2cc(C(F)(F)F)ccc2OCc2ccccc2)c2ncc(Br)cn2)cc(C(F)(F)F)c1, CC(=O)[O-], CCOC(C)=O, CS(C)=O, [K+]. The product is Oc1cnc(N(Cc2cc(C(F)(F)F)cc(C(F)(F)F)c2)Cc2cc(C(F)(F)F)ccc2OCc2ccccc2)nc1. Reaction SMILES: [CH2:1]([c:2]1[cH:3][cH:4][cH:5][cH:6][cH:7]1)[O:8][c:9]1[c:10]([CH2:11][N:12]([c:13]2[n:14][cH:15][c:16]([Br:19])[cH:17][n:18]2)[CH2:20][c:21]2[cH:22][c:23]([C:31]([F:32])([F:33])[F:34])[cH:24][c:25]([C:27]([F:28])([F:29])[F:30])[cH:26]2)[cH:35][c:36]([C:39]([F:40])([F:41])[F:42])[cH:37][cH:38]1.[CH3:44][C:45]([O-:46])=[O:47].[CH3:48][CH2:49][O:50][C:51](=[O:52])[CH3:53].[CH3:54][S:55]([CH3:56])=[O:57].[K+:43]>>[CH2:1]([c:2]1[cH:3][cH:4][cH:5][cH:6][cH:7]1)[O:8][c:9]1[c:10]([CH2:11][N:12]([c:13]2[n:14][cH:15][c:16]([OH:46])[cH:17][n:18]2)[CH2:20][c:21]2[cH:22][c:23]([C:31]([F:32])([F:33])[F:34])[cH:24][c:25]([C:27]([F:28])([F:29])[F:30])[cH:26]2)[cH:35][c:36]([C:39]([F:40])([F:41])[F:42])[cH:37][cH:38]1. The product is FC=1C=C(C=C(C1)F)C[C@@H](C)C1=CC=CC=C1 ((R)-1-(3,5-difluorophenyl)-2-phenylpropane). As a reaction SMILES: [F:1][C:2]1[CH:3]=[C:4]([C:9](=O)[C@H:10]([C:12]2[CH:17]=[CH:16][CH:15]=[CH:14][CH:13]=2)[CH3:11])[CH:5]=[C:6]([F:8])[CH:7]=1.ClC1C=CC(C(=O)[C@H](C2C=CC=CC=2)C)=CC=1>>[F:1][C:2]1[CH:3]=[C:4]([CH2:9][C@H:10]([C:12]2[CH:17]=[CH:16][CH:15]=[CH:14][CH:13]=2)[CH3:11])[CH:5]=[C:6]([F:8])[CH:7]=1. Starting materials: FC=1C=C(C=C(C1)F)C([C@@H](C)C1=CC=CC=C1)=O ((S)-1-(3,5-difluorophenyl)-2-phenylpropane-1-one), ClC1=CC=C(C=C1)C([C@@H](C)C1=CC=CC=C1)=O ((S)-1-(4-chlorophenyl)-2-phenylpropane-1-one). Yield: 87.3%. Procedure details: A reaction was carried out in the same manner as in first step of Example 4-1 except that 31.0 g (126 mmol) of (S)-1-(3,5-difluorophenyl)-2-phenylpropane-1-one [H-Ph-CH(CH3)—CO-PhFF-H] prepared in first step was employed instead of (S)-1-(4-chlorophenyl)-2-phenylpropane-1-one [H-Ph-CH(CH3)—CO-Ph-Cl] in second step of Example 4-1 to obtain 25.4 g (110 mmol) of (R)-1-(3,5-difluorophenyl)-2-phenylpropane [H-Ph-CH(CH3)—CH2-PhFF-H] (yield: 87%) Reactants: C(C)(=O)O[C@@H]1[C@@H]([C@H]([C@H](O[C@@H]1COCC1=CC=CC=C1)O[C@H]1[C@@H]([C@H]([C@@H](OC)O[C@@H]1COCC1=CC=CC=C1)OCC1=CC=CC=C1)OCC1=CC=CC=C1)OCC1=CC=CC=C1)OCC1=CC=CC=C1 (Methyl 4-O-(4-O-acetyl-2,3,6-tri-O-benzyl-α-D-galacto-pyranosyl)-2,3,6-tri-O-benzyl-α-D-glucopyranoside), CO (methanol). Reagents/catalysts: C[O-].[Na+] (sodium methoxide). The solvent is C1(=CC=CC=C1)C (toluene). Conditions: time 2 hour. Yields the product C(C1=CC=CC=C1)O[C@H]1[C@@H](OC)O[C@@H]([C@H]([C@@H]1OCC1=CC=CC=C1)O[C@@H]1[C@H](OCC2=CC=CC=C2)[C@@H](OCC2=CC=CC=C2)[C@@H](O)[C@H](O1)COCC1=CC=CC=C1)COCC1=CC=CC=C1 (methyl 2,3,6-tri-O-benzyl-4-O-(2,3,6-tri-O-benzyl-α-D-galactopyranosyl)-α-D-glucopyranoside). Reaction SMILES: C([O:4][C@H:5]1[C@@H:10]([CH2:11][O:12][CH2:13][C:14]2[CH:19]=[CH:18][CH:17]=[CH:16][CH:15]=2)[O:9][C@H:8]([O:20][C@@H:21]2[C@@H:28]([CH2:29][O:30][CH2:31][C:32]3[CH:37]=[CH:36][CH:35]=[CH:34][CH:33]=3)[O:27][C@H:24]([O:25][CH3:26])[C@H:23]([O:38][CH2:39][C:40]3[CH:45]=[CH:44][CH:43]=[CH:42][CH:41]=3)[C@H:22]2[O:46][CH2:47][C:48]2[CH:53]=[CH:52][CH:51]=[CH:50][CH:49]=2)[C@H:7]([O:54][CH2:55][C:56]2[CH:61]=[CH:60][CH:59]=[CH:58][CH:57]=2)[C@H:6]1[O:62][CH2:63][C:64]1[CH:69]=[CH:68][CH:67]=[CH:66][CH:65]=1)(=O)C.CO>C1(C)C=CC=CC=1.C[O-].[Na+]>[CH2:39]([O:38][C@@H:23]1[C@@H:22]([O:46][CH2:47][C:48]2[CH:49]=[CH:50][CH:51]=[CH:52][CH:53]=2)[C@H:21]([O:20][C@H:8]2[O:9][C@H:10]([CH2:11][O:12][CH2:13][C:14]3[CH:15]=[CH:16][CH:17]=[CH:18][CH:19]=3)[C@H:5]([OH:4])[C@H:6]([O:62][CH2:63][C:64]3[CH:65]=[CH:66][CH:67]=[CH:68][CH:69]=3)[C@H:7]2[O:54][CH2:55][C:56]2[CH:61]=[CH:60][CH:59]=[CH:58][CH:57]=2)[C@@H:28]([CH2:29][O:30][CH2:31][C:32]2[CH:33]=[CH:34][CH:35]=[CH:36][CH:37]=2)[O:27][C@@H:24]1[O:25][CH3:26])[C:40]1[CH:45]=[CH:44][CH:43]=[CH:42][CH:41]=1 |f:3.4|. Procedure details: Methyl 4-O-(4-O-acetyl-2,3,6-tri-O-benzyl-α-D-galacto-pyranosyl)-2,3,6-tri-O-benzyl-α-D-glucopyranoside (2.543 g, 2.71 mmol) is dissolved in hot toluene (20 mL) and methanol (80 mL) is added, followed by a few drops of 1 M methanolic sodium methoxide. The mixture is stirred at room temperature during 2 h. The reaction mixture is made neutral with Amberlite IR 120 (H+) resin, filtered and concentrated under reduced pressure so as to afford methyl 2,3,6-tri-O-benzyl-4-O-(2,3,6-tri-O-benzyl-α-D-gal... The reactants are COC1CCCC1 (CPME), NC1=C(C(=O)OC)C=C(C=C1)Br (methyl 2-amino-5-bromobenzoate), C([O-])([O-])=O.[Cs+].[Cs+] (cesium carbonate), ClC1=C(C=C(C=C1)C1=C(C=C(C(=C1)OC)I)F)C (4′-chloro-2-fluoro-4-iodo-5-methoxy-3′-methyl-1,1′-biphenyl). The reagents and catalysts are C=1C=CC(=CC1)/C=C/C(=O)/C=C/C2=CC=CC=C2.C=1C=CC(=CC1)/C=C/C(=O)/C=C/C2=CC=CC=C2.C=1C=CC(=CC1)/C=C/C(=O)/C=C/C2=CC=CC=C2.[Pd].[Pd] (Pd2(dba)3), CC1(C2=C(C(=CC=C2)P(C3=CC=CC=C3)C4=CC=CC=C4)OC5=C(C=CC=C51)P(C6=CC=CC=C6)C7=CC=CC=C7)C (xantphos). Solvent: CC(C)O (IPA). Run at temperature 100 celsius. The product is BrC=1C=CC(=C(C(=O)OC)C1)NC1=CC(=C(C=C1OC)C1=CC(=C(C=C1)Cl)C)F (methyl 5-bromo-2-((4′-chloro-2-fluoro-5-methoxy-3′-methyl-[1,1′-biphenyl]-4-yl)amino)benzoate). Isolated yield 94.6%. RXN SMILES: [NH2:1][C:2]1[CH:11]=[CH:10][C:9]([Br:12])=[CH:8][C:3]=1[C:4]([O:6][CH3:7])=[O:5].C(=O)([O-])[O-].[Cs+].[Cs+].[Cl:19][C:20]1[CH:25]=[CH:24][C:23]([C:26]2[CH:31]=[C:30]([O:32][CH3:33])[C:29](I)=[CH:28][C:27]=2[F:35])=[CH:22][C:21]=1[CH3:36].COC1CCCC1>CC(O)C.C1C=CC(/C=C/C(/C=C/C2C=CC=CC=2)=O)=CC=1.C1C=CC(/C=C/C(/C=C/C2C=CC=CC=2)=O)=CC=1.C1C=CC(/C=C/C(/C=C/C2C=CC=CC=2)=O)=CC=1.[Pd].[Pd].CC1(C)C2C(=C(P(C3C=CC=CC=3)C3C=CC=CC=3)C=CC=2)OC2C(P(C3C=CC=CC=3)C3C=CC=CC=3)=CC=CC1=2>[Br:12][C:9]1[CH:10]=[CH:11][C:2]([NH:1][C:29]2[C:30]([O:32][CH3:33])=[CH:31][C:26]([C:23]3[CH:24]=[CH:25][C:20]([Cl:19])=[C:21]([CH3:36])[CH:22]=3)=[C:27]([F:35])[CH:28]=2)=[C:3]([CH:8]=1)[C:4]([O:6][CH3:7])=[O:5] |f:1.2.3,7.8.9.10.11|. Procedure details: A sealable vial was charged vial with methyl 2-amino-5-bromobenzoate (3.63 g, 15.80 mmol), cesium carbonate (8.75 g, 26.9 mmol), Pd2(dba)3 (0.362 g, 0.395 mmol), xantphos (0.457 g, 0.790 mmol), and 4′-chloro-2-fluoro-4-iodo-5-methoxy-3′-methyl-1,1′-biphenyl (7.14 g, 18.96 mmol). The vial was sealed with septum cap and CPME (31.6 ml) was added. The mixture was heated at 100° C. for 2 h. The mixture was cooled and partitioned between water (30 mL) and EtOAc (50 mL). There was an insoluble solid th... Starting materials: O (water), ClC1=NC=CC=C1O (2-chloro-3-pyridinol), C(C#C)Cl (propargyl chloride), [OH-].[K+] (potassium hydroxide). Run in CCOCC (ether), CN(C)C=O (DMF). Run at temperature 15 celsius, time 2 hour. Yields the product ClC1=NC=CC=C1OCC#C (2-chloro-3-(2-propynyloxy)pyridine). The yield is 52.2%. RXN SMILES: [Cl:1][C:2]1[C:7]([OH:8])=[CH:6][CH:5]=[CH:4][N:3]=1.[OH-].[K+].[CH2:11](Cl)[C:12]#[CH:13].O>CN(C=O)C.CCOCC>[Cl:1][C:2]1[C:7]([O:8][CH2:13][C:12]#[CH:11])=[CH:6][CH:5]=[CH:4][N:3]=1 |f:1.2|. Reported procedure: To a solution of 15.6 g (0.12 mole) 2-chloro-3-pyridinol in 200 ml DMF were added 6.7 g (0.12 mole) powdered potassium hydroxide. After cooling to 15° C., 9.0 g (0.12 mole) propargyl chloride was added dropwise. This mixture was stirred at room temperature for 2 hrs., then 200 ml water and 400 ml ether were added. After agitating, the organic layer was separated, dried over anhydrous magnesium sulfate, filtered and concentrated to leave 16.0 g crude product. Recrystallization from hexane gave 10... Reactants: [Al+3], NC(=O)C1CCCN1C(c1ccccc1)(c1ccccc1)c1ccccc1, C1CCOC1, [H-], [H-], [H-], [H-], [Li+], [Na+], [OH-], O. Product: NCC1CCCN1C(c1ccccc1)(c1ccccc1)c1ccccc1. As a reaction SMILES: [Al+3:2].[C:7]([c:8]1[cH:9][cH:10][cH:11][cH:12][cH:13]1)([c:14]1[cH:15][cH:16][cH:17][cH:18][cH:19]1)([c:20]1[cH:21][cH:22][cH:23][cH:24][cH:25]1)[N:26]1[CH:27]([C:28](=[O:29])[NH2:30])[CH2:31][CH2:32][CH2:33]1.[CH2:37]1[O:38][CH2:39][CH2:40][CH2:41]1.[H-:1].[H-:4].[H-:5].[H-:6].[Li+:3].[Na+:36].[OH-:35].[OH2:34]>>[C:7]([c:8]1[cH:9][cH:10][cH:11][cH:12][cH:13]1)([c:14]1[cH:15][cH:16][cH:17][cH:18][cH:19]1)([c:20]1[cH:21][cH:22][cH:23][cH:24][cH:25]1)[N:26]1[CH:27]([CH2:28][NH2:30])[CH2:31][CH2:32][CH2:33]1. Reactants: ClC1=C(C#N)C=CC(=N1)C (2-chloro-6-methyl-nicotinonitrile), N1=CC(=CC=C1)O (pyridin-3-ol). The product is CC1=NC(=C(C#N)C=C1)OC=1C=NC=CC1 (6-Methyl-2-(pyridin-3-yloxy)-nicotinonitrile). Reaction SMILES: Cl[C:2]1[N:9]=[C:8]([CH3:10])[CH:7]=[CH:6][C:3]=1[C:4]#[N:5].[N:11]1[CH:16]=[CH:15][CH:14]=[C:13]([OH:17])[CH:12]=1>>[CH3:10][C:8]1[CH:7]=[CH:6][C:3]([C:4]#[N:5])=[C:2]([O:17][C:13]2[CH:12]=[N:11][CH:16]=[CH:15][CH:14]=2)[N:9]=1. Procedure details: 2-chloro-6-methyl-nicotinonitrile was reacted with pyridin-3-ol according to the method of Example 85A to provide the title compound. MS (DCI/NH3) m/z 212 (M+1)+.